This data is from the Open Reaction Database (ORD), a public repository of structured organic reaction records. The task is: describe an organic reaction: reactants, conditions, products, and yield Reactants: CCSc1csc(NC(=O)OC(C)(C)C)n1, ClCCl, O=C(O)C(F)(F)F. Yields the product CCSc1csc(N)n1. Reaction SMILES: [C:1]([O:2][C:3](=[O:4])[NH:7][c:8]1[s:9][cH:10][c:11]([S:13][CH2:14][CH3:15])[n:12]1)([CH3:5])([CH3:6])[CH3:16].[CH2:24]([Cl:25])[Cl:26].[OH:17][C:18]([C:19]([F:20])([F:21])[F:22])=[O:23]>>[NH2:7][c:8]1[s:9][cH:10][c:11]([S:13][CH2:14][CH3:15])[n:12]1. Starting materials: C(C)(C)(C)OC(NCCC(C(N1CCN(CC1)C1=NC=NC2=CC=CC=C12)=O)(F)C1=CC=C(C=C1)Cl)=O ([3-(4-chlorophenyl)-3-fluoro-4-oxo-4-(4-quinazolin-4-yl-piperazin-1-yl)-butyl]-carbamic acid tert-butyl ester). Solvent: C(Cl)Cl (DCM), Cl (HCl), CCOCC (Et2O). Yields the product Cl.Cl.NCCC(C(=O)N1CCN(CC1)C1=NC=NC2=CC=CC=C12)(F)C1=CC=C(C=C1)Cl (4-amino-2-(4-chlorophenyl)-2-fluoro-1-(4-quinazolin-4-yl-piperazin-1-yl)-butan-1-one dihydrochloride). RXN SMILES: C(OC(=O)[NH:7][CH2:8][CH2:9][C:10]([C:30]1[CH:35]=[CH:34][C:33]([Cl:36])=[CH:32][CH:31]=1)([F:29])[C:11](=[O:28])[N:12]1[CH2:17][CH2:16][N:15]([C:18]2[C:27]3[C:22](=[CH:23][CH:24]=[CH:25][CH:26]=3)[N:21]=[CH:20][N:19]=2)[CH2:14][CH2:13]1)(C)(C)C>C(Cl)Cl.Cl.CCOCC>[ClH:36].[ClH:36].[NH2:7][CH2:8][CH2:9][C:10]([C:30]1[CH:31]=[CH:32][C:33]([Cl:36])=[CH:34][CH:35]=1)([F:29])[C:11]([N:12]1[CH2:17][CH2:16][N:15]([C:18]2[C:27]3[C:22](=[CH:23][CH:24]=[CH:25][CH:26]=3)[N:21]=[CH:20][N:19]=2)[CH2:14][CH2:13]1)=[O:28] |f:4.5.6|. Reported procedure: A solution of [3-(4-chlorophenyl)-3-fluoro-4-oxo-4-(4-quinazolin-4-yl-piperazin-1-yl)-butyl]-carbamic acid tert-butyl ester (226 mg, 0.43 mmol) in DCM (2 mL) and 2.0 M HCl in Et2O (1 mL) was stirred for 12 hours. The mixture was concentrated in vacuo and chromatographed (SiO2) using 10% MeOH/DCM followed by 10% (7N NH3 in MeOH)/DCM as eluent. The purified material was dissolved in MeOH followed by the addition of 2.0N HCl in Et2O, and then concentrated in vacuo. The resulting glass was heated at... The reactants are C(OC(C(F)(F)F)C(F)(F)F)F (sevoflurane), [F-].[K+] (potassium fluoride), FC(C(C(F)(F)F)O)(F)F (hexafluoroisopropanol), [Cl-].[Cl-].[Cl-].[Al+3] (aluminum trichloride), O1COCOC1 (1,3,5-trioxane), [Cl-].[Cl-].[Cl-].[Al+3] (aluminum trichloride). Yields the product C(OC(C(F)(F)F)C(F)(F)F)OC(C(F)(F)F)C(F)(F)F (2,2′-[methylenebis(oxy)]bis-(1,1,1,3,3,3-hexafluoropropane)). Reaction SMILES: [CH2:1](F)[O:2][CH:3]([C:8]([F:11])([F:10])[F:9])[C:4]([F:7])([F:6])[F:5].[F-].[K+].[F:15][C:16]([F:24])([F:23])[CH:17]([OH:22])[C:18]([F:21])([F:20])[F:19].[Cl-].[Cl-].[Cl-].[Al+3].O1COCOC1>>[CH2:1]([O:22][CH:17]([C:18]([F:21])([F:20])[F:19])[C:16]([F:24])([F:23])[F:15])[O:2][CH:3]([C:8]([F:11])([F:10])[F:9])[C:4]([F:7])([F:6])[F:5] |f:1.2,4.5.6.7|. Procedure details: U.S. Pat. No. 6,100,434 describes the synthesis of sevoflurane through the preparation of sevochlorane and subsequent fluorination of this intermediate with potassium fluoride in a high molecular weight solvent. Sevochlorane is prepared from hexafluoroisopropanol, aluminum trichloride and 1,3,5-trioxane. An excess of aluminum trichloride in the reaction medium results predominantly in the formation of 2,2′-[methylenebis(oxy)]bis-(1,1,1,3,3,3-hexafluoropropane)—hereinafter denominated P1. The rea... Reactants: Cl, O=N[O-], COC(=O)c1ccccc1N, [Na+], O. Yields the product COC(=O)c1ccccc1NN. As a reaction SMILES: [ClH:16].[N:12]([O-:13])=[O:14].[NH2:1][c:2]1[c:3]([C:4](=[O:5])[O:6][CH3:7])[cH:8][cH:9][cH:10][cH:11]1.[Na+:15].[OH2:17]>>[NH:1]([c:2]1[c:3]([C:4](=[O:5])[O:6][CH3:7])[cH:8][cH:9][cH:10][cH:11]1)[NH2:12]. Reactants: BrBr (Bromine), ClC1=CC=C(C=C1)C(CC1=CC=C(C=C1)Cl)=O (p-chloro-2-(p-chlorophenyl)acetophenone), C(Cl)(Cl)Cl (chloroform). The solvent is C(C)OCC (diethyl ether). Product: ClC1=CC=C(C=C1)C(C(C1=CC=C(C=C1)Cl)Br)=O (p-Chloro-2-bromo-2-(p-chlorophenyl)acetophenone). RXN SMILES: [Br:1]Br.[Cl:3][C:4]1[CH:9]=[CH:8][C:7]([C:10](=[O:19])[CH2:11][C:12]2[CH:17]=[CH:16][C:15]([Cl:18])=[CH:14][CH:13]=2)=[CH:6][CH:5]=1.C(Cl)(Cl)Cl>C(OCC)C>[Cl:3][C:4]1[CH:9]=[CH:8][C:7]([C:10](=[O:19])[CH:11]([Br:1])[C:12]2[CH:17]=[CH:16][C:15]([Cl:18])=[CH:14][CH:13]=2)=[CH:6][CH:5]=1. Reported procedure: Bromine (2 ml.) was added dropwise to a solution of p-chloro-2-(p-chlorophenyl)acetophenone (10 g.; 0.038 mole), chloroform (50 ml.) and diethyl ether (25 ml.). The mixture was heated at reflux for 0.5 hours and cooled (ca. 20°). Following a thorough washing with saturated sodium bicarbonate, the organic solution was dried over sodium sulfate and concentrated in vacuo. The residue was chromatographed at low pressure through silica gel 60 mesh (230-400) with 5% ethyl acetate in hexane. Recrystall... Starting materials: C1CCOC1, COCCC[SiH]1CCC(CCc2ccc(Br)cc2)CC1, Fc1ccc(-c2ccc(Cl)cc2)cc1F, [Mg], Cl[Ni]Cl, c1ccc(PCCCPc2ccccc2)cc1, c1ccc(PCCCPc2ccccc2)cc1. Product: COCCC[SiH]1CCC(CCc2ccc(-c3ccc(-c4ccc(F)c(F)c4)cc3)cc2)CC1. As a reaction SMILES: [CH2:74]1[O:75][CH2:76][CH2:77][CH2:78]1.[CH3:1][O:2][CH2:3][CH2:4][CH2:5][SiH:6]1[CH2:7][CH2:8][CH:9]([CH2:12][CH2:13][c:14]2[cH:15][cH:16][c:17]([Br:20])[cH:18][cH:19]2)[CH2:10][CH2:11]1.[Cl:22][c:23]1[cH:24][cH:25][c:26](-[c:29]2[cH:30][c:31]([F:36])[c:32]([F:35])[cH:33][cH:34]2)[cH:27][cH:28]1.[Mg:21].[Ni:37]([Cl:38])[Cl:39].[c:40]1([PH:41][CH2:42][CH2:43][CH2:44][PH:45][c:46]2[cH:47][cH:48][cH:49][cH:50][cH:51]2)[cH:52][cH:53][cH:54][cH:55][cH:56]1.[c:57]1([PH:58][CH2:59][CH2:60][CH2:61][PH:62][c:63]2[cH:64][cH:65][cH:66][cH:67][cH:68]2)[cH:69][cH:70][cH:71][cH:72][cH:73]1>>[CH3:1][O:2][CH2:3][CH2:4][CH2:5][SiH:6]1[CH2:7][CH2:8][CH:9]([CH2:12][CH2:13][c:14]2[cH:15][cH:16][c:17](-[c:23]3[cH:24][cH:25][c:26](-[c:29]4[cH:30][c:31]([F:36])[c:32]([F:35])[cH:33][cH:34]4)[cH:27][cH:28]3)[cH:18][cH:19]2)[CH2:10][CH2:11]1. Reactants: C(C)OC(C(C)(OC1=C(C=C(C=C1)OCCC=1N=C(OC1C)C1=CC=CC=C1)COC=1C=C(C=CC1)C)C)=O (2-methyl-2-{4-[2-(5-methyl-2-phenyloxazol-4-yl)ethoxy]-2-m-tolyloxymethylphenoxy}-propionic acid ethyl ester), [OH-].[Na+] (NaOH), C(C)OC(C(C)(C)OC1=C(C=C(C=C1)OCCC=1N=C(OC1C)C1=CC=CC=C1)CBr)=O (2-{2-bromomethyl-4-[2-(5-methyl-2-phenyloxazol-4-yl)ethoxy]phenoxy}-2-methyl-propionic acid ethyl ester), C1=C(C=CC=C1O)C (m-cresol), C([O-])([O-])=O.[K+].[K+] (potassium carbonate). Run in C(C)O (ethanol). Run at temperature 80 celsius. Yields the product CC(C(=O)O)(C)OC1=C(C=C(C=C1)OCCC=1N=C(OC1C)C1=CC=CC=C1)COC=1C=C(C=CC1)C (2-Methyl-2-{4-[2-(5-methyl-2-phenyl-oxazol-4-yl)-ethoxy]-2-m-tolyloxymethylphenoxy}-propionic acid). The yield is 38.0%. RXN SMILES: C(OC(=O)C(OC1C=CC(OCCC2N=C(C3C=CC=CC=3)OC=2C)=CC=1CBr)(C)C)C.C1C(O)=CC=CC=1C.C(=O)([O-])[O-].[K+].[K+].C([O:49][C:50](=[O:85])[C:51]([CH3:84])([O:53][C:54]1[CH:59]=[CH:58][C:57]([O:60][CH2:61][CH2:62][C:63]2[N:64]=[C:65]([C:69]3[CH:74]=[CH:73][CH:72]=[CH:71][CH:70]=3)[O:66][C:67]=2[CH3:68])=[CH:56][C:55]=1[CH2:75][O:76][C:77]1[CH:78]=[C:79]([CH3:83])[CH:80]=[CH:81][CH:82]=1)[CH3:52])C.[OH-].[Na+]>C(O)C>[CH3:84][C:51]([O:53][C:54]1[CH:59]=[CH:58][C:57]([O:60][CH2:61][CH2:62][C:63]2[N:64]=[C:65]([C:69]3[CH:70]=[CH:71][CH:72]=[CH:73][CH:74]=3)[O:66][C:67]=2[CH3:68])=[CH:56][C:55]=1[CH2:75][O:76][C:77]1[CH:78]=[C:79]([CH3:83])[CH:80]=[CH:81][CH:82]=1)([CH3:52])[C:50]([OH:85])=[O:49] |f:2.3.4,6.7|. Reported procedure: General procedure for the parallel synthesis of analogs using the DynaVac Carousel apparatus: A 50 mL glass tube with screw cap and nitrogen inlet was charged with 2-{2-bromomethyl-4-[2-(5-methyl-2-phenyloxazol-4-yl)ethoxy]phenoxy}-2-methyl-propionic acid ethyl ester (0.040 g, 0.080 mmol), m-cresol (0.012 mL, 0.12 mmol), absolute ethanol (1 mL), and then potassium carbonate (0.022 g, 0.16 mmol; 325 mesh). The mixture was heated to 80° C. for 4 h. MS analysis of the reaction indicated that 2-meth... The reactants are CC#N, CN(C)c1ccncc1, ClCCl, O=C1Nc2ccccc2C(c2ccccc2)=NC1O, O=C(Cl)c1cc2ccccc2[nH]1. The product is O=C(OC1N=C(c2ccccc2)c2ccccc2NC1=O)c1cc2ccccc2[nH]1. As a reaction SMILES: [CH3:32][C:33]#[N:34].[CH3:38][N:39]([CH3:40])[c:41]1[cH:42][cH:43][n:44][cH:45][cH:46]1.[Cl:35][CH2:36][Cl:37].[OH:1][CH:2]1[C:3](=[O:19])[NH:4][c:5]2[c:6]([cH:15][cH:16][cH:17][cH:18]2)[C:7]([c:9]2[cH:10][cH:11][cH:12][cH:13][cH:14]2)=[N:8]1.[nH:20]1[c:21]([C:29](=[O:30])[Cl:31])[cH:22][c:23]2[cH:24][cH:25][cH:26][cH:27][c:28]12>>[O:1]([CH:2]1[C:3](=[O:19])[NH:4][c:5]2[c:6]([cH:15][cH:16][cH:17][cH:18]2)[C:7]([c:9]2[cH:10][cH:11][cH:12][cH:13][cH:14]2)=[N:8]1)[C:29]([c:21]1[nH:20][c:28]2[c:23]([cH:22]1)[cH:24][cH:25][cH:26][cH:27]2)=[O:30].